From a dataset of the Open Reaction Database (ORD), a public repository of structured organic reaction records. describe an organic reaction: reactants, conditions, products, and yield Starting materials: FC(C=1C=C(CN(C(C2=CN=C(C=C2C2=C(C=CC=C2)C)Cl)=O)C)C=C(C1)C(F)(F)F)(F)F (N-(3,5-bis-trifluoromethyl-benzyl)-6-chloro-N-methyl-4-o-tolyl-nicotinamide), C(#N)CC(=O)OCC (ethyl cyanoacetate), CC(C)([O-])C.[K+] (potassium tert-butoxide), half-concentrated aqueous solution, [Cl-].[NH4+] (ammonium chloride). Run in CS(=O)C (dimethyl sulfoxide). Conditions: temperature 100 celsius. Product: C(C)OC(C(C#N)C1=NC=C(C(=C1)C1=C(C=CC=C1)C)C(N(C)CC1=CC(=CC(=C1)C(F)(F)F)C(F)(F)F)=O)=O ((RS)-{5-[(3,5-Bis-trifluoromethyl-benzyl)-methyl-carbamoyl]-4-o-tolyl-pyridin-2-yl}-cyano-acetic acid ethyl ester). Isolated yield 59.0%. RXN SMILES: [F:1][C:2]([F:33])([F:32])[C:3]1[CH:4]=[C:5]([CH:25]=[C:26]([C:28]([F:31])([F:30])[F:29])[CH:27]=1)[CH2:6][N:7]([CH3:24])[C:8](=[O:23])[C:9]1[C:14]([C:15]2[CH:20]=[CH:19][CH:18]=[CH:17][C:16]=2[CH3:21])=[CH:13][C:12](Cl)=[N:11][CH:10]=1.[C:34]([CH2:36][C:37]([O:39][CH2:40][CH3:41])=[O:38])#[N:35].CC(C)([O-])C.[K+].[Cl-].[NH4+]>CS(C)=O>[CH2:40]([O:39][C:37](=[O:38])[CH:36]([C:12]1[CH:13]=[C:14]([C:15]2[CH:20]=[CH:19][CH:18]=[CH:17][C:16]=2[CH3:21])[C:9]([C:8](=[O:23])[N:7]([CH2:6][C:5]2[CH:4]=[C:3]([C:2]([F:32])([F:33])[F:1])[CH:27]=[C:26]([C:28]([F:30])([F:31])[F:29])[CH:25]=2)[CH3:24])=[CH:10][N:11]=1)[C:34]#[N:35])[CH3:41] |f:2.3,4.5|. Procedure details: A mixture of 1.00 g (2.05 mmol) N-(3,5-bis-trifluoromethyl-benzyl)-6-chloro-N-methyl-4-o-tolyl-nicotinamide, 0.44 ml (4.1 mmol) ethyl cyanoacetate and 0.46 g (4.1 mmol) potassium tert-butoxide in 2 ml dimethyl sulfoxide was stirred at 100° C. over night. After cooling to room temperature 10 ml of a half-concentrated aqueous solution of ammonium chloride was added. The mixture was extracted with 3 portions of ethyl acetate. The combined organic extracts were washed with two portions of water, dri... Starting materials: FC1=CC(=C(C(=O)OC)C=C1)O (methyl 4-fluoro-2-hydroxybenzoate), CC(C)([O-])C.[K+] (potassium t-butoxide), FC1=C(C(=CC=C1)F)[N+](=O)[O-] (1,3-difluoro-2-nitrobenzene). Run in O1CCCC1 (tetrahydrofuran), O1CCCC1 (tetrahydrofuran). Reaction conditions: time 20 minute. The product is FC1=CC(=C(C(=O)OC)C=C1)OC1=C(C(=CC=C1)F)[N+](=O)[O-] (methyl 4-fluoro-2-(3-fluoro-2-nitrophenoxy)benzoate). RXN SMILES: [F:1][C:2]1[CH:11]=[CH:10][C:5]([C:6]([O:8][CH3:9])=[O:7])=[C:4]([OH:12])[CH:3]=1.CC(C)([O-])C.[K+].[F:19][C:20]1[CH:25]=[CH:24][CH:23]=[C:22](F)[C:21]=1[N+:27]([O-:29])=[O:28]>O1CCCC1>[F:1][C:2]1[CH:11]=[CH:10][C:5]([C:6]([O:8][CH3:9])=[O:7])=[C:4]([O:12][C:22]2[CH:23]=[CH:24][CH:25]=[C:20]([F:19])[C:21]=2[N+:27]([O-:29])=[O:28])[CH:3]=1 |f:1.2|. Reported procedure: To a solution of methyl 4-fluoro-2-hydroxybenzoate (1.225 g) in anhydrous tetrahydrofuran (25 mL) was added potassium t-butoxide (0.808 g). The mixture was stirred for 20 minutes at room temperature. A solution of 1,3-difluoro-2-nitrobenzene (0.955 g) in tetrahydrofuran (6 mL) was then added dropwise. The resulting mixture was stirred at room temperature for 1 hour, then at 80° C. overnight. The reaction mixture was quenched with water (40 mL) and extracted with dichloromethane. The organic solu...